This data is from the Open Reaction Database (ORD), a public repository of structured organic reaction records. The task is: describe an organic reaction: reactants, conditions, products, and yield Isolated yield 99.6%. As a reaction SMILES: [C:1]1([N:7]2[CH2:12][CH2:11][N:10]([CH2:13][C:14]3[C:15]([NH2:21])=[N:16][C:17]([NH2:20])=[N:18][CH:19]=3)[CH2:9][CH2:8]2)[CH:6]=[CH:5][CH:4]=[CH:3][CH:2]=1.[ClH:22]>CO>[ClH:22].[ClH:22].[C:1]1([N:7]2[CH2:8][CH2:9][N:10]([CH2:13][C:14]3[C:15]([NH2:21])=[N:16][C:17]([NH2:20])=[N:18][CH:19]=3)[CH2:11][CH2:12]2)[CH:6]=[CH:5][CH:4]=[CH:3][CH:2]=1 |f:3.4.5|. Reactants: C1(=CC=CC=C1)N1CCN(CC1)CC=1C(=NC(=NC1)N)N (5-(4-phenyl-piperazin-1-ylmethyl)-pyrimidine-2,4-diamine), Cl (hydrochloric acid). Yields the product Cl.Cl.C1(=CC=CC=C1)N1CCN(CC1)CC=1C(=NC(=NC1)N)N (5-(4-phenyl-piperazin-1-ylmethyl)-pyrimidine-2,4-diamine dihydrochloride). The solvent is CO (methanol). Reported procedure: 0.17 g (0.00059 mol) of 5-(4-phenyl-piperazin-1-ylmethyl)-pyrimidine-2,4-diamine was dissolved in 120 ml of hot methanol. The solution was treated at room temperature with 0.32 ml (0.00118 mol) of 3.7N ethanolic hydrochloric acid. The solution was completely freed from the solvents and the residue was recrystallized from methanol/diethyl ether. 0.21 g (71%) of 5-(4-phenyl-piperazin-1-ylmethyl)-pyrimidine-2,4-diamine dihydrochloride was obtained as white crystals; m.p. 275°-277°. The reactants are CCC(C(=O)[O-])c1c(C)nn2c(Cl)ccc2c1-c1ccc(F)cc1, CO, [Na+], C1CCOC1, [OH-]. Product: Cc1nn2c(Cl)ccc2c(-c2ccc(F)cc2)c1CC(=O)O. Reaction SMILES: [CH2:1]([CH3:2])[CH:3]([C:4](=[O:5])[O-:6])[c:7]1[c:8](-[c:18]2[cH:19][cH:20][c:21]([F:24])[cH:22][cH:23]2)[c:9]2[n:10]([n:11][c:12]1[CH3:13])[c:14]([Cl:17])[cH:15][cH:16]2.[CH3:27][OH:28].[Na+:26].[O:29]1[CH2:30][CH2:31][CH2:32][CH2:33]1.[OH-:25]>>[CH2:3]([C:4](=[O:5])[OH:6])[c:7]1[c:8](-[c:18]2[cH:19][cH:20][c:21]([F:24])[cH:22][cH:23]2)[c:9]2[n:10]([n:11][c:12]1[CH3:13])[c:14]([Cl:17])[cH:15][cH:16]2. Reactants: [OH-].[Na+] (NaOH), Cl.COC1=C(C(=O)O)C=CC(=C1)NN (2-methoxy-4-hydrazinylbenzoic acid hydrochloride), CC(C(CC#N)=O)(C)C (4,4-dimethyl-3-oxopentanenitrile), Cl (hydrochloric acid). Solvent: C(C)O (ethanol). Yields the product NC1=CC(=NN1C1=CC(=C(C(=O)O)C=C1)OC)C(C)(C)C (4-(5-amino-3-tert-butyl-1H-pyrazol-1-yl)-2-methoxybenzoic acid). Yield: 71.7%. Reaction SMILES: Cl.[CH3:2][O:3][C:4]1[CH:12]=[C:11]([NH:13][NH2:14])[CH:10]=[CH:9][C:5]=1[C:6]([OH:8])=[O:7].[CH3:15][C:16]([CH3:23])([CH3:22])[C:17](=O)[CH2:18][C:19]#[N:20].Cl.[OH-].[Na+]>C(O)C>[NH2:20][C:19]1[N:13]([C:11]2[CH:10]=[CH:9][C:5]([C:6]([OH:8])=[O:7])=[C:4]([O:3][CH3:2])[CH:12]=2)[N:14]=[C:17]([C:16]([CH3:23])([CH3:22])[CH3:15])[CH:18]=1 |f:0.1,4.5|. Procedure: A suspension of 2-methoxy-4-hydrazinylbenzoic acid hydrochloride (1.05 g, 90% purity, 4.34 mmol) and 4,4-dimethyl-3-oxopentanenitrile (664 mg, 5.31 mmol) in ethanol (20 mL) containing conc hydrochloric acid (12 M, 0.44 mL, 5.0 mmol) was heated at reflux for 28 hr and then cooled to RT. The reaction mixture was treated with aq NaOH (2.0 M, 8.6 mL, 17 mmol) and was maintained at RT for 20 hr and then concentrated to half its original volume in vacuo. Then residue was washed with DCM (2×15 mL) and ... Reactants: ClC1=C(C(=O)O)C=CC=C1Cl (2,3-dichlorobenzoic acid), CC1=NC=C(C=N1)C1(CCOCC1)CN ((4-(2-methylpyrimidin-5-yl)tetrahydro-2H-pyran-4-yl)methanamine). The product is ClC1=C(C(=O)NCC2(CCOCC2)C=2C=NC(=NC2)C)C=CC=C1Cl (2,3-dichloro-N-((4-(2-methylpyrimidin-5-yl)tetrahydro-2H-pyran-4-yl)methyl)benzamide). As a reaction SMILES: [Cl:1][C:2]1[C:10]([Cl:11])=[CH:9][CH:8]=[CH:7][C:3]=1[C:4]([OH:6])=O.[CH3:12][C:13]1[N:18]=[CH:17][C:16]([C:19]2([CH2:25][NH2:26])[CH2:24][CH2:23][O:22][CH2:21][CH2:20]2)=[CH:15][N:14]=1>>[Cl:1][C:2]1[C:10]([Cl:11])=[CH:9][CH:8]=[CH:7][C:3]=1[C:4]([NH:26][CH2:25][C:19]1([C:16]2[CH:17]=[N:18][C:13]([CH3:12])=[N:14][CH:15]=2)[CH2:24][CH2:23][O:22][CH2:21][CH2:20]1)=[O:6]. Procedure: From 2,3-dichlorobenzoic acid and (4-(2-methylpyrimidin-5-yl)tetrahydro-2H-pyran-4-yl)methanamine. LCMS (MH+): m/z=380.1, tR (minutes, Method F)=1.80 The reactants are Cl/C=C/CN(CC1=CC=CC2=CC=CC=C12)C (N-(trans-3-chloro-2-propenyl)-N-methyl-1-naphthalene-methylamine), C(CN(CC(=O)O)CC(=O)[O-])N(CC(=O)O)CC(=O)[O-].[Na+].[Na+] (EDTA disodium salt). Solvent: C1CCOC1 (THF). Yields the product CC(C)(C)C#C/C=C/CN(C)CC=1C=CC=C2C1C=CC=C2 (terbinafine). Procedure details: The mixture is cooled to 50° C. and 15.5 g (0.0572 mol) crude N-(trans-3-chloro-2-propenyl)-N-methyl-1-naphthalene-methylamine, 20 ml THF and 74 mg NiCl2 (0.77 molar percent) introduced. The reaction mixture is heated at 90°-95° C. for 1 hour, cooled to 20°/25° C. and 130 ml of a 2.5% (w/v) aqueous solution of EDTA disodium salt added, the phases are separated and the aqueous phase re-extracted with 70 ml chilled toluene. The combined organic phases are washed with 2×90 ml water and concentrated... Reagents/catalysts: Cl[Ni]Cl (NiCl2). Conditions: temperature 50 celsius. RXN SMILES: Cl/[CH:2]=[CH:3]/[CH2:4][N:5]([CH3:17])[CH2:6][C:7]1[C:16]2[C:11](=[CH:12][CH:13]=[CH:14][CH:15]=2)[CH:10]=[CH:9][CH:8]=1.C(N([CH2:34][C:35]([O-])=O)CC(O)=O)CN(CC([O-])=O)CC(O)=O.[Na+].[Na+]>Cl[Ni]Cl.C1COCC1>[CH3:6][C:7]([C:34]#[C:35]/[CH:2]=[CH:3]/[CH2:4][N:5]([CH2:6][C:7]1[CH:8]=[CH:9][CH:10]=[C:11]2[CH:12]=[CH:13][CH:14]=[CH:15][C:16]=12)[CH3:17])([CH3:16])[CH3:8] |f:1.2.3|. The reactants are S(=O)(Cl)Cl (Thionyl chloride), OCC1=CC=CC(=N1)C(=O)OCC (ethyl 6-(hydroxymethyl)-2-pyridinecarboxylate). Conditions: temperature 12.5 celsius, time 1 hour. The product is ClCC1=CC=CC(=N1)C(=O)OCC (Ethyl 6-(chloromethyl)-2-pyridinecarboxylate). As a reaction SMILES: S(Cl)([Cl:3])=O.O[CH2:6][C:7]1[N:12]=[C:11]([C:13]([O:15][CH2:16][CH3:17])=[O:14])[CH:10]=[CH:9][CH:8]=1>>[Cl:3][CH2:6][C:7]1[N:12]=[C:11]([C:13]([O:15][CH2:16][CH3:17])=[O:14])[CH:10]=[CH:9][CH:8]=1. Reported procedure: Thionyl chloride (13.8 ml) was added over ˜15 minutes to a stirred solution of ethyl 6-(hydroxymethyl)-2-pyridinecarboxylate (28.5 g) in MDC (200 ml) maintaining the temperature at 10-15° C. using an ice-water bath. On completion of the addition the mixture was stirred at room temperature for 1 hour. The solvent was evaporated and the residue partitioned between toluene (200 ml)/saturated bicarb (sodium bicarbonate solution, 200 ml). The layers were separated and the organic phase washed with wa... The reactants are CN1CCCC1=O, CC(C)(C)[O-], COc1ccc(Cn2c(C)cc3cnnc(Cl)c32)cc1, [K+], OCc1ccccc1. RXN SMILES: [CH3:35][N:36]1[CH2:37][CH2:38][CH2:39][C:40]1=[O:41].[CH3:9][C:10]([CH3:11])([O-:12])[CH3:13].[Cl:15][c:16]1[n:17][n:18][cH:19][c:20]2[c:21]1[n:22]([CH2:26][c:27]1[cH:28][cH:29][c:30]([O:33][CH3:34])[cH:31][cH:32]1)[c:23]([CH3:25])[cH:24]2.[K+:14].[OH:1][CH2:2][c:3]1[cH:4][cH:5][cH:6][cH:7][cH:8]1>>[O:1]([CH2:2][c:3]1[cH:4][cH:5][cH:6][cH:7][cH:8]1)[c:16]1[n:17][n:18][cH:19][c:20]2[c:21]1[n:22]([CH2:26][c:27]1[cH:28][cH:29][c:30]([O:33][CH3:34])[cH:31][cH:32]1)[c:23]([CH3:25])[cH:24]2. The product is COc1ccc(Cn2c(C)cc3cnnc(OCc4ccccc4)c32)cc1.